Dataset: the Open Reaction Database (ORD), a public repository of structured organic reaction records. Task: describe an organic reaction: reactants, conditions, products, and yield The reactants are BrC=1C=C2C(=CNC2=C(C1)C(=O)OCC)C1CSCCC1 (Ethyl 5-bromo-3-(tetrahydro-2H-thiopyran-3-yl)-1H-indole-7-carboxylate), OOS(=O)[O-].[K+] (oxone), C([O-])(O)=O.[Na+] (sodium bicarbonate), C(CN(CC(=O)O)CC(=O)O)N(CC(=O)O)CC(=O)O (EDTA). Solvent: O (water), COCCOC (1,2-Dimethoxyethane), O (water). Reaction conditions: time 3 hour. Product: BrC=1C=C2C(=CNC2=C(C1)C(=O)OCC)C1CS(CCC1)(=O)=O (Ethyl 5-bromo-3-(1,1-dioxidotetrahydro-2H-thiopyran-3-yl)-1H-indole-7-carboxylate). The yield is 71.0%. RXN SMILES: [Br:1][C:2]1[CH:3]=[C:4]2[C:8](=[C:9]([C:11]([O:13][CH2:14][CH3:15])=[O:12])[CH:10]=1)[NH:7][CH:6]=[C:5]2[CH:16]1[CH2:21][CH2:20][CH2:19]S[CH2:17]1.C(N(CC(O)=O)CC(O)=O)CN(CC(O)=O)CC(O)=O.O[O:43][S:44]([O-:46])=O.[K+].C(=O)(O)[O-].[Na+]>COCCOC.O>[Br:1][C:2]1[CH:3]=[C:4]2[C:8](=[C:9]([C:11]([O:13][CH2:14][CH3:15])=[O:12])[CH:10]=1)[NH:7][CH:6]=[C:5]2[CH:16]1[CH2:21][CH2:20][CH2:19][S:44](=[O:46])(=[O:43])[CH2:17]1 |f:2.3,4.5|. Reported procedure: Ethyl 5-bromo-3-(tetrahydro-2H-thiopyran-3-yl)-1H-indole-7-carboxylate (0.375 g, 1.02 mmol) was dissolved in 1,2-Dimethoxyethane (DME) (25 mL). A solution of 0.0004M EDTA (7 mL) was added followed by the portion-wise addition of a suspension of oxone (1.88 g, 3.05 mmol) and sodium bicarbonate (0.855 g, 10.18 mmol) in 7 mL water. The reaction was stirred for 3 hours at room temperature. The reaction was diluted with water and extracted with dichloromethane. The combined organics were washed with ... The reactants are C1(=CC=CC=C1)O (phenol), C=O (formalin), C1=CC=C2C=C(C=CC2=C1)C(=O)[O-].C1=CC=C2C=C(C=CC2=C1)C(=O)[O-].[Pb+2] (lead naphthenate). Run at temperature 130 celsius. Product: C(C1=CC=CC=C1)OCC1=CC=CC=C1 (benzyl ether). As a reaction SMILES: C1(O)C=CC=CC=1.C=O.C1C=[C:18]2[C:13]([CH:14]=[C:15]([C:20]([O-:22])=O)[CH:16]=[CH:17]2)=CC=1.[CH:23]1[CH:32]=[C:31]2[C:26]([CH:27]=C(C([O-])=O)C=C2)=[CH:25][CH:24]=1.[Pb+2]>>[CH2:27]([O:22][CH2:20][C:15]1[CH:14]=[CH:13][CH:18]=[CH:17][CH:16]=1)[C:26]1[CH:31]=[CH:32][CH:23]=[CH:24][CH:25]=1 |f:2.3.4|. Reported procedure: A benzyl ether-type phenolic resin was prepared in a known method by the condensation reaction of 470 kg of phenol and 479 kg of 47% formalin in the presence of lead naphthenate as the catalyst followed by the removal of the unreacted phenol and formaldehyde as well as water and the like volatile matter under reduced pressure with heating up to a maximum temperature of 130° C. The thus obtained phenolic resin was solid at room temperature and had a softening point of 60° C.